This data is from the Open Reaction Database (ORD), a public repository of structured organic reaction records. The task is: describe an organic reaction: reactants, conditions, products, and yield Starting materials: [O-]Cl=O.[Na+] (NaClO2), NaH2PO4.H2O, ClC=1N=C(N(C1C=O)COCC[Si](C)(C)C)S(=O)(=O)NC (4-chloro-5-formyl-N-methyl-1-({[2-(trimethylsilyl)ethyl]oxy}methyl)-1H-imidazole-2-sulfonamide), CC(C)=CC (2-methyl-2-butene), solution. Solvent: O (H2O), C1CCOC1 (THF), C1CCOC1 (THF), CC(C)(C)O (t-BuOH). Reaction conditions: time 1 hour. The product is ClC=1N=C(N(C1C(=O)O)COCC[Si](C)(C)C)S(=O)(=O)NC (4-chloro-2-[(methylamino)sulfonyl]-1-({[2-(trimethylsilyl)ethyl]oxy}methyl)-1H-imidazole-5-carboxylic acid). RXN SMILES: [O-:1]Cl=O.[Na+].[Cl:5][C:6]1[N:7]=[C:8]([S:21]([NH:24][CH3:25])(=[O:23])=[O:22])[N:9]([CH2:13][O:14][CH2:15][CH2:16][Si:17]([CH3:20])([CH3:19])[CH3:18])[C:10]=1[CH:11]=[O:12].CC(=CC)C>O.C1COCC1.CC(O)(C)C>[Cl:5][C:6]1[N:7]=[C:8]([S:21]([NH:24][CH3:25])(=[O:23])=[O:22])[N:9]([CH2:13][O:14][CH2:15][CH2:16][Si:17]([CH3:20])([CH3:18])[CH3:19])[C:10]=1[C:11]([OH:1])=[O:12] |f:0.1|. Procedure: A solution of NaClO2 (0.21 g, 2.34 mmol) and NaH2PO4.H2O (0.19 g, 1.41 mmol) in H2O (0.5 mL) was added to a solution of 4-chloro-5-formyl-N-methyl-1-({[2-(trimethylsilyl)ethyl]oxy}methyl)-1H-imidazole-2-sulfonamide (0.083 g, 0.23 mmol) and 2-methyl-2-butene (1.41 mL of a 2M solution in THF, 2.81 mmol) in THF (0.70 mL) and t-BuOH (0.16 mL). The reaction mixture was stirred at RT for 1 h and extracted with EtOAc. The organic layer was dried (Na2SO4), filtered and dried to provide 4-chloro-2-[(meth... The reactants are TEA, [Cl-].S(=O)(=O)=C (sulfonyl methane chloride), OCCCC1=CC=C(C=C1)[C@@H]1C2=C3CCC(C=C3CC[C@H]2[C@@H]2CCC([C@@]2(C)C1)=O)=O (11β-[4-(3-hydroxypropyl)phenyl]estra-4.9-diene-3,17-dione). Run in C(Cl)Cl (CH2Cl2), C(Cl)Cl (CH2Cl2). Conditions: temperature 2.5 celsius. The product is CS(=O)(=O)OCCCC1=CC=C(C=C1)[C@@H]1C2=C3CCC(C=C3CC[C@H]2[C@@H]2CCC([C@@]2(C)C1)=O)=O (11β-[4-[3-[(methylsulfonyl)oxy]propyl]phenyl]-estra-4.9-diene-3,17-dione). RXN SMILES: [OH:1][CH2:2][CH2:3][CH2:4][C:5]1[CH:10]=[CH:9][C:8]([C@H:11]2[CH2:28][C@@:26]3([CH3:27])[C@@H:22]([CH2:23][CH2:24][C:25]3=[O:29])[C@H:21]3[C:12]2=[C:13]2[C:18]([CH2:19][CH2:20]3)=[CH:17][C:16](=[O:30])[CH2:15][CH2:14]2)=[CH:7][CH:6]=1.[Cl-].[S:32](=[CH2:35])(=[O:34])=[O:33]>C(Cl)Cl>[CH3:35][S:32]([O:1][CH2:2][CH2:3][CH2:4][C:5]1[CH:6]=[CH:7][C:8]([C@H:11]2[CH2:28][C@@:26]3([CH3:27])[C@@H:22]([CH2:23][CH2:24][C:25]3=[O:29])[C@H:21]3[C:12]2=[C:13]2[C:18]([CH2:19][CH2:20]3)=[CH:17][C:16](=[O:30])[CH2:15][CH2:14]2)=[CH:9][CH:10]=1)(=[O:34])=[O:33] |f:1.2|. Procedure details: To a solution of 3.41 g of 11β-[4-(3-hydroxypropyl)phenyl]estra-4.9-diene-3,17-dione prepared to preparation 1 in 30 ml of CH2Cl2, under inert atmosphere and at ambient temperature, 1.53 ml of TEA and 0.72 ml of sulfonyl methane chloride in solution in 2 ml of CH2Cl2 is added whilst maintaining the temperature at 0-5° C. and stirring at this temperature. After washing and drying it is evaporated under reduced pressure until 4.15 g of expected raw product is obtained. Starting materials: C[Si](C)(C)N=[N+]=[N-] (trimethylsilylazide), C(C1=CC=CC=C1)OC(=O)N1CC(CCC1)C#N (3-cyano-piperidine-1-carboxylic acid benzyl ester), C(CCC)[Sn](CCCC)=O (dibutyltinoxide), C[Si](C)(C)N=[N+]=[N-] (trimethylsilylazide). Solvent: C1(=CC=CC=C1)C (toluene). Conditions: temperature 95 celsius, time 6 hour. Yields the product C(C1=CC=CC=C1)OC(=O)N1CC(CCC1)C1=NN=NN1 (3-(1H-tetrazol-5-yl)-piperidine-1-carboxylic acid benzyl ester). Isolated yield 84.9%. RXN SMILES: [CH2:1]([O:8][C:9]([N:11]1[CH2:16][CH2:15][CH2:14][CH:13]([C:17]#[N:18])[CH2:12]1)=[O:10])[C:2]1[CH:7]=[CH:6][CH:5]=[CH:4][CH:3]=1.C([Sn](=O)CCCC)CCC.C[Si]([N:33]=[N+:34]=[N-:35])(C)C>C1(C)C=CC=CC=1>[CH2:1]([O:8][C:9]([N:11]1[CH2:16][CH2:15][CH2:14][CH:13]([C:17]2[NH:35][N:34]=[N:33][N:18]=2)[CH2:12]1)=[O:10])[C:2]1[CH:3]=[CH:4][CH:5]=[CH:6][CH:7]=1. Procedure: To a mixture of 3-cyano-piperidine-1-carboxylic acid benzyl ester (1 g, 4.1 mmol), and dibutyltinoxide (153 mg, 0.6 mmol) in toluene (8 mL) is added trimethylsilylazide (1.1 mL, 8.2 mmol) at room temperature. After the mixture is heated at 95° C. for 15 h, more trimethylsilylazide (2 mL, 15 mmol) is added and the stirring is continued for 6 h at 95° C. The mixture is concentrated, and the resulting solid is triturated with heptane (30 mL) and filtered to afford 3-(1H-tetrazol-5-yl)-piperidine-1-... Reactants: CC(C)C1CCCCC1O, ClCCl, O=[Cr](=O)([O-])Cl, O=[Cr](=O)([O-])Cl, c1ccc(-c2cccc[nH+]2)[nH+]c1. Product: CC(C)C1CCCCC1=O. Reaction SMILES: [CH:23]([CH3:24])([CH3:25])[CH:26]1[CH:27]([OH:32])[CH2:28][CH2:29][CH2:30][CH2:31]1.[Cl:33][CH2:34][Cl:35].[Cr:18]([Cl:19])([O-:20])(=[O:21])=[O:22].[Cr:1]([Cl:2])([O-:3])(=[O:4])=[O:5].[nH+:6]1[cH:7][cH:8][cH:9][cH:10][c:11]1-[c:12]1[cH:13][cH:14][cH:15][cH:16][nH+:17]1>>[CH:23]([CH3:24])([CH3:25])[CH:26]1[C:27](=[O:32])[CH2:28][CH2:29][CH2:30][CH2:31]1. The reactants are COC(Cl)Cl (dichloromethyl methyl ether), C(C)(=O)C=1C(=CC=2CCCCC2C1)O (5,6,7,8-tetrahydro-3-acetyl-2-naphthol), ice. Product: C(C)(=O)C=1C(=C(C=2CCCCC2C1)C=O)O (5,6,7,8-Tetrahydro-3-acetyl-1-formyl-2-naphthol). The reagents and catalysts are [Ti](Cl)(Cl)(Cl)Cl (titanium tetrachloride). Reaction SMILES: [C:1]([C:4]1[C:5]([OH:14])=[CH:6][C:7]2[CH2:8][CH2:9][CH2:10][CH2:11][C:12]=2[CH:13]=1)(=[O:3])[CH3:2].[CH3:15][O:16]C(Cl)Cl>ClCCl.[Ti](Cl)(Cl)(Cl)Cl>[C:1]([C:4]1[C:5]([OH:14])=[C:6]([CH:15]=[O:16])[C:7]2[CH2:8][CH2:9][CH2:10][CH2:11][C:12]=2[CH:13]=1)(=[O:3])[CH3:2]. Solvent: ClCCl (dichloromethane). Reported procedure: To a solution of 5,6,7,8-tetrahydro-3-acetyl-2-naphthol (9.5 g) in dry dichloromethane (50 ml), cooled in an ice bath, was added titanium tetrachloride (38 g) over a period of three minutes. After fifteen minutes stirring dichloromethyl methyl ether (8.05 g) was added over a period of five minutes. The mixture was retained in the ice bath for a further ten minutes, then stirred without cooling for thirty minutes, and finally warmed to 35° for twenty minutes. Yield: 56.1%. Reaction SMILES: [Na].C(OP([CH:10]([Cl:19])[C:11]1[CH:16]=[CH:15][C:14]([O:17][CH3:18])=[CH:13][CH:12]=1)(=O)OCC)C.[CH3:20][C:21]([CH3:25])=[CH:22][CH:23]=O.O>C(O)C.O1CCCC1>[CH3:18][O:17][C:14]1[CH:13]=[CH:12][C:11]([C:10]([Cl:19])=[CH:23][CH:22]=[C:21]([CH3:25])[CH3:20])=[CH:16][CH:15]=1 |^1:0|. Procedure: 4.6 g (0.2 mol) of sodium were dissolved incrementally in 100 ml of dry ethanol. When all the sodium had dissolved, 100 ml of anhydrous tetrahydrofuran were added and 58.4 g (0.2 mol) of 4-methoxy-α-chloro-benzyl-phosphonic acid diethyl ester, dissolved in 50 ml of anhydrous tetrahydrofuran, were added dropwise at 0° C., while stirring. After stirring had been continued at 0°-10° C. for a further 1 hour, 16.8 g (0.2 mol) of β,β-dimethylacrolein, dissolved in 30 ml of anhydrous tetrahydrofuran, w... Starting materials: C(C)OP(OCC)(=O)C(C1=CC=C(C=C1)OC)Cl (4-methoxy-α-chloro-benzyl-phosphonic acid diethyl ester), CC(=CC=O)C (β,β-dimethylacrolein), O (water), [Na] (sodium), [Na] (sodium). Run at time 1 hour. Solvent: O1CCCC1 (tetrahydrofuran), O1CCCC1 (tetrahydrofuran), C(C)O (ethanol), O1CCCC1 (tetrahydrofuran). Yields the product COC1=CC=C(C=C1)C(=CC=C(C)C)Cl (1-(4'-methoxyphenyl)-1-chloro-4,4-dimethyl-1,3-butadiene). Starting materials: C(C)[Mg]Cl (ethyl magnesium chloride), [N+](=O)([O-])C1=CC=C(C(=O)Cl)C=C1 (4-nitrobenzoyl chloride). The reagents and catalysts are [Cl-].[Cl-].[Zn+2] (ZnCl2), C=1C=CC(=CC1)[P](C=2C=CC=CC2)(C=3C=CC=CC3)[Pd]([P](C=4C=CC=CC4)(C=5C=CC=CC5)C=6C=CC=CC6)([P](C=7C=CC=CC7)(C=8C=CC=CC8)C=9C=CC=CC9)[P](C=1C=CC=CC1)(C=1C=CC=CC1)C=1C=CC=CC1 (Pd(PPh3)4). Solvent: C1CCOC1 (THF), C1CCOC1 (THF), C1CCOC1 (THF), C1CCOC1 (THF), O (water). Conditions: time 20 minute. Yields the product [N+](=O)([O-])C1=CC=C(C=C1)C(CC)=O (1-(4-Nitrophenyl)propan-1-one). The yield is 40.0%. Reaction SMILES: [CH2:1]([Mg]Cl)[CH3:2].[N+:5]([C:8]1[CH:16]=[CH:15][C:11]([C:12](Cl)=[O:13])=[CH:10][CH:9]=1)([O-:7])=[O:6]>C1COCC1.O.[Cl-].[Cl-].[Zn+2].C1C=CC([P]([Pd]([P](C2C=CC=CC=2)(C2C=CC=CC=2)C2C=CC=CC=2)([P](C2C=CC=CC=2)(C2C=CC=CC=2)C2C=CC=CC=2)[P](C2C=CC=CC=2)(C2C=CC=CC=2)C2C=CC=CC=2)(C2C=CC=CC=2)C2C=CC=CC=2)=CC=1>[N+:5]([C:8]1[CH:9]=[CH:10][C:11]([C:12](=[O:13])[CH2:1][CH3:2])=[CH:15][CH:16]=1)([O-:7])=[O:6] |f:4.5.6,^1:29,31,50,69|. Procedure details: A solution of 0.5M ZnCl2 in THF (60 mL, 30 mmol) in THF (20 mL) at room temperature was treated with 2M ethyl magnesium chloride in THF (15 mL, 30 mmol) dropwise via syringe, cooled with an ice bath for about 10 minutes, stirred at room temperature for 20 minutes, cooled to 0° C., and treated sequentially with Pd(PPh3)4 (1.73 g, 1.5 mmol) and a solution of 4-nitrobenzoyl chloride (6.12 g, 33 mmol) in THF (20 mL). The mixture was stirred at 0° C. for 40 minutes, diluted with water and extracted t... Starting materials: ClC=1C=C(CC=2C3=C(NC(CN2)=O)C=C(C(=C3)OC)OC)C=CC1Cl (5-(3,4-dichloro-benzyl)-7,8-dimethoxy-1,3-dihydro-benzo[e][1,4]diazepin-2-one), O (Water), C(#N)[BH3-].[Na+] (Sodium cyanoborohydride). The solvent is C(C)(=O)O (acetic acid), CO (methanol). Conditions: temperature 0 celsius, time 30 minute. Yields the product ClC=1C=C(CC2C3=C(NC(CN2)=O)C=C(C(=C3)OC)OC)C=CC1Cl (5-(3,4-Dichloro-benzyl)-7,8-dimethoxy-1,3,4,5-tetrahydro-benzo[e][1,4]diazepin-2-one). RXN SMILES: [Cl:1][C:2]1[CH:3]=[C:4]([CH:22]=[CH:23][C:24]=1[Cl:25])[CH2:5][C:6]1[C:7]2[CH:17]=[C:16]([O:18][CH3:19])[C:15]([O:20][CH3:21])=[CH:14][C:8]=2[NH:9][C:10](=[O:13])[CH2:11][N:12]=1.C([BH3-])#N.[Na+].O>C(O)(=O)C.CO>[Cl:1][C:2]1[CH:3]=[C:4]([CH:22]=[CH:23][C:24]=1[Cl:25])[CH2:5][CH:6]1[NH:12][CH2:11][C:10](=[O:13])[NH:9][C:8]2[CH:14]=[C:15]([O:20][CH3:21])[C:16]([O:18][CH3:19])=[CH:17][C:7]1=2 |f:1.2|. Procedure: A solution of 5-(3,4-dichloro-benzyl)-7,8-dimethoxy-1,3-dihydro-benzo[e][1,4]diazepin-2-one (0.48 g, 1.17 mmol) in glacial acetic acid (1.67 ml) and methanol (9.4 ml) was stirred at 0° C. under nitrogen. Sodium cyanoborohydride (0.148 g, 2.23 mmol) was added portionwise and the reaction mixture was stirred at 0° C. for 30 min, and then at RT for 2 h. Water (17 ml) was added dropwise and the product was extracted with dichloromethane, washed with aqueous 1N ammonia. The organic phase was dried ov... The reactants are CNC, O=C(c1cc(C(F)(F)F)cc(C(F)(F)F)c1)N1CCC2(CC1)C(=O)N(CCCO)CN2c1ccccc1. Yields the product CN(C)CCCN1CN(c2ccccc2)C2(CCN(C(=O)c3cc(C(F)(F)F)cc(C(F)(F)F)c3)CC2)C1=O. RXN SMILES: [CH3:38][NH:39][CH3:40].[F:1][C:2]([c:3]1[cH:4][c:5]([C:6](=[O:7])[N:8]2[CH2:9][CH2:10][C:11]3([C:12](=[O:26])[N:13]([CH2:22][CH2:23][CH2:24][OH:25])[CH2:14][N:15]3[c:16]3[cH:17][cH:18][cH:19][cH:20][cH:21]3)[CH2:27][CH2:28]2)[cH:29][c:30]([C:32]([F:33])([F:34])[F:35])[cH:31]1)([F:36])[F:37]>>[F:1][C:2]([c:3]1[cH:4][c:5]([C:6](=[O:7])[N:8]2[CH2:9][CH2:10][C:11]3([C:12](=[O:26])[N:13]([CH2:22][CH2:23][CH2:24][N:39]([CH3:38])[CH3:40])[CH2:14][N:15]3[c:16]3[cH:17][cH:18][cH:19][cH:20][cH:21]3)[CH2:27][CH2:28]2)[cH:29][c:30]([C:32]([F:33])([F:34])[F:35])[cH:31]1)([F:36])[F:37]. Reactants: ClC=1C=CC(=C2N3C(=NC21)C(OCCC3)C3=C(C=C(C=C3)Cl)Cl)C=O (10-chloro-1-(2,4-dichlorophenyl)-4,5-dihydro-1H,3H-[1,4]oxazepino[4,3-a]benzimidazole-7-carbaldehyde), C1(CC1)[Mg]Br (cyclopropyl magnesium bromide). Solvent: O1CCCC1 (tetrahydrofuran), O1CCCC1 (tetrahydrofuran). Conditions: time 0.5 hour. Yields the product ClC1=CC=C(C=2N3C(=NC21)C(OCCC3)C3=C(C=C(C=C3)Cl)Cl)C(O)C3CC3 ([10-Chloro-1-(2,4-dichlorophenyl)-4,5-dihydro-1H,3H-[1,4]oxazepino[4,3-a]benzimidazol-7-yl](cyclopropyl)methanol). Yield: 83.0%. As a reaction SMILES: [Cl:1][C:2]1[CH:3]=[CH:4][C:5]([CH:24]=[O:25])=[C:6]2[C:10]=1[N:9]=[C:8]1[CH:11]([C:16]3[CH:21]=[CH:20][C:19]([Cl:22])=[CH:18][C:17]=3[Cl:23])[O:12][CH2:13][CH2:14][CH2:15][N:7]21.[CH:26]1([Mg]Br)[CH2:28][CH2:27]1>O1CCCC1>[Cl:1][C:2]1[C:10]2[N:9]=[C:8]3[CH:11]([C:16]4[CH:21]=[CH:20][C:19]([Cl:22])=[CH:18][C:17]=4[Cl:23])[O:12][CH2:13][CH2:14][CH2:15][N:7]3[C:6]=2[C:5]([CH:24]([CH:26]2[CH2:28][CH2:27]2)[OH:25])=[CH:4][CH:3]=1. Reported procedure: To a stirred solution of 10-chloro-1-(2,4-dichlorophenyl)-4,5-dihydro-1H,3H-[1,4]oxazepino[4,3-a]benzimidazole-7-carbaldehyde (88.1 mg, 0.223 mmol) in tetrahydrofuran (2 mL) was added a solution of cyclopropyl magnesium bromide in tetrahydrofuran (1.0 M, 357 μL, 0.357 mmol) at 0° C. After 0.5 h, the reaction mixture was quenched with aqueous ammonium chloride, diluted with ethyl acetate, washed with water and brine, dried over sodium sulfate, filtrated, and concentrated in vacuo. The residue was...